Dataset: the Open Reaction Database (ORD), a public repository of structured organic reaction records. Task: describe an organic reaction: reactants, conditions, products, and yield Starting materials: C1(CCCC1)C[C@@H](C(=O)N1N(CCC1C(=O)NC1=[N+](C=C(C=C1)F)[O-])C(=O)OCC1=CC=CC=C1)CN(OCC1=CC=CC=C1)C=O (phenylmethyl 2-[(2R)-3-cyclopentyl-2-({formyl[(phenylmethyl)oxy]amino}methyl)propanoyl]-3-{[(5-fluoro-1-oxido-2-pyridinyl)amino]carbonyl}-1-pyrazolidinecarboxylate). The reagents and catalysts are [OH-].[OH-].[Pd+2] (palladium hydroxide on carbon). Solvent: CO (methanol). Run at time 1 hour. Product: C1(CCCC1)C[C@@H](C(=O)N1NCC[C@H]1C(=O)NC1=[N+](C=C(C=C1)F)[O-])CN(O)C=O ((3S)-2-((2R)-3-cyclopentyl-2-{[formyl(hydroxy)amino]methyl}propanoyl)-N-(5-fluoro-1-oxido-2-pyridinyl)-3-pyrazolidinecarboxamide). Yield: 17.4%. Reaction SMILES: [CH:1]1([CH2:6][C@H:7]([CH2:36][N:37]([CH:46]=[O:47])[O:38]CC2C=CC=CC=2)[C:8]([N:10]2[CH:14]([C:15]([NH:17][C:18]3[CH:23]=[CH:22][C:21]([F:24])=[CH:20][N+:19]=3[O-:25])=[O:16])[CH2:13][CH2:12][N:11]2C(OCC2C=CC=CC=2)=O)=[O:9])[CH2:5][CH2:4][CH2:3][CH2:2]1>CO.[OH-].[OH-].[Pd+2]>[CH:1]1([CH2:6][C@H:7]([CH2:36][N:37]([CH:46]=[O:47])[OH:38])[C:8]([N:10]2[C@H:14]([C:15]([NH:17][C:18]3[CH:23]=[CH:22][C:21]([F:24])=[CH:20][N+:19]=3[O-:25])=[O:16])[CH2:13][CH2:12][NH:11]2)=[O:9])[CH2:2][CH2:3][CH2:4][CH2:5]1 |f:2.3.4|. Procedure: To a solution of phenylmethyl 2-[(2R)-3-cyclopentyl-2-({formyl[(phenylmethyl)oxy]amino}methyl)propanoyl]-3-{[(5-fluoro-1-oxido-2-pyridinyl)amino]carbonyl}-1-pyrazolidinecarboxylate (104 mg, 0.161 mmol) in methanol (4 ml) was added 20% palladium hydroxide on carbon (50 mg, 0.161 mmol). The mixture was hydrogenated under balloon pressure for 1 h and then filtered. The filtrate was purified by reverse-phase HPLC to yield (3S)-2-((2R)-3-cyclopentyl-2-{[formyl(hydroxy)amino]methyl}propanoyl)-N-(5-flu...